From a dataset of the Open Reaction Database (ORD), a public repository of structured organic reaction records. describe an organic reaction: reactants, conditions, products, and yield The reactants are C([C@H](O)C1=CC=CC=C1)(=O)O ((R)-mandelic acid), C1(=CC=C(C=C1)S(=O)(=O)O)C (p-toluenesulfonic acid). The solvent is CO (methanol). Product: COC([C@H](O)C1=CC=CC=C1)=O ((R)-mandelic Acid Methyl Ester). Reaction SMILES: [C:1]([OH:11])(=[O:10])[C@@H:2]([C:4]1[CH:9]=[CH:8][CH:7]=[CH:6][CH:5]=1)[OH:3].[C:12]1(C)C=CC(S(O)(=O)=O)=CC=1>CO>[CH3:12][O:10][C:1](=[O:11])[C@@H:2]([C:4]1[CH:9]=[CH:8][CH:7]=[CH:6][CH:5]=1)[OH:3]. Procedure details: Into methanol (20 ml) were added (R)-mandelic acid (5.0 g) and p-toluenesulfonic acid (0.1 g), and the resulting mixture was heated under reflux for 2 hours. The reaction mixture was cooled, then neutralized, and concentrated. Ethyl acetate and water were added to the resulting residue, and the organic layer was collected by layer separation. The organic layer was washed with a saturated aqueous sodium chloride solution and dried with anhydrous magnesium sulfate. The desiccant was removed by fil... Starting materials: CC(C)(C)[O-], CN1CCC(C(O)c2cccn2Cc2c(F)cccc2Cl)CC1, [K+], C1CCOC1. Yields the product CN1CCC(C2Oc3cccc(Cl)c3Cn3cccc32)CC1. As a reaction SMILES: [CH3:24][C:25]([CH3:26])([O-:27])[CH3:28].[Cl:1][c:2]1[cH:3][cH:4][cH:5][c:6]([F:23])[c:7]1[CH2:8][n:9]1[c:10]([CH:14]([OH:15])[CH:16]2[CH2:17][CH2:18][N:19]([CH3:22])[CH2:20][CH2:21]2)[cH:11][cH:12][cH:13]1.[K+:29].[O:30]1[CH2:31][CH2:32][CH2:33][CH2:34]1>>[Cl:1][c:2]1[cH:3][cH:4][cH:5][c:6]2[c:7]1[CH2:8][n:9]1[c:10]([cH:11][cH:12][cH:13]1)[CH:14]([CH:16]1[CH2:17][CH2:18][N:19]([CH3:22])[CH2:20][CH2:21]1)[O:15]2.